This data is from the Open Reaction Database (ORD), a public repository of structured organic reaction records. The task is: describe an organic reaction: reactants, conditions, products, and yield The reactants are [S] (sulfur), Igepal®-630, C1C=CC2C1[C@H]3C[C@@H]2C=C3 (DCPD), C([O-])([O-])=O.[Ca+2] (calcium carbonate). Run in O (water). Product: [S].C1C=CC2C1[C@H]3C[C@@H]2C=C3 (sulfur DCPD). Reaction SMILES: [S:1].[CH2:2]1[CH:6]2[C@@H:7]3[CH:11]=[CH:10][C@H:9]([CH:5]2[CH:4]=[CH:3]1)[CH2:8]3.C(=O)([O-])[O-].[Ca+2]>O>[S:1].[CH2:2]1[CH:6]2[C@@H:7]3[CH:11]=[CH:10][C@H:9]([CH:5]2[CH:4]=[CH:3]1)[CH2:8]3 |f:2.3,5.6,^3:0,17|. Procedure: Into a 4 liter autoclave were placed 425 g of sulfur, 75 g of DCPD, 2500 ml of water, 20 g of calcium carbonate and 5.0 g of Igepal®-630 (GAF). The reactor was sealed and heated to 150° for three hours with stirring. After cooling to room temperature, the sulfur/DCPD adduct was isolated as small ribbons. The reactants are FC=1C=C(C(=O)O)C=CC1 (3-Fluorobenzoic acid), C=1C=CC2=C(C1)N=NN2O (HOBt), C(CCl)Cl (EDC), C([O-])(O)=O.[Na+] (sodium bicarbonate), N1C(=NC2=C1C=CC=C2)C2=NN(C1=CC=C(C=C21)N)C2OCCCC2 (3-(1H-benzo[d]imidazol-2-yl)-1-(tetrahydro-2H-pyran-2-yl)-1H-indazol-5-amine). Solvent: CN(C)C=O (DMF). Run at time 24 hour. Product: N1C(=NC2=C1C=CC=C2)C2=NN(C1=CC=C(C=C21)NC(C2=CC(=CC=C2)F)=O)C2OCCCC2 (N-(3-(1H-benzo[d]imidazol-2-yl)-1-(tetrahydro-2H-pyran-2-yl)-1H-indazol-5-yl)-3-fluorobenzamide). Yield: 60.6%. As a reaction SMILES: [F:1][C:2]1[CH:3]=[C:4]([CH:8]=[CH:9][CH:10]=1)[C:5]([OH:7])=O.C1C=CC2N(O)N=NC=2C=1.C(Cl)CCl.C(=O)(O)[O-].[Na+].[NH:30]1[C:34]2[CH:35]=[CH:36][CH:37]=[CH:38][C:33]=2[N:32]=[C:31]1[C:39]1[C:47]2[C:42](=[CH:43][CH:44]=[C:45]([NH2:48])[CH:46]=2)[N:41]([CH:49]2[CH2:54][CH2:53][CH2:52][CH2:51][O:50]2)[N:40]=1>CN(C=O)C>[NH:32]1[C:33]2[CH:38]=[CH:37][CH:36]=[CH:35][C:34]=2[N:30]=[C:31]1[C:39]1[C:47]2[C:42](=[CH:43][CH:44]=[C:45]([NH:48][C:5](=[O:7])[C:4]3[CH:8]=[CH:9][CH:10]=[C:2]([F:1])[CH:3]=3)[CH:46]=2)[N:41]([CH:49]2[CH2:54][CH2:53][CH2:52][CH2:51][O:50]2)[N:40]=1 |f:3.4|. Reported procedure: 3-Fluorobenzoic acid (10 mg, 0.029 mmol), HOBt (6 mg, 0.044 mmol), EDC (9 mg, 0.045 mmol) and sodium bicarbonate (2.5 mg, 0.029 mmol) were added to a solution of 3-(1H-benzo[d]imidazol-2-yl)-1-(tetrahydro-2H-pyran-2-yl)-1H-indazol-5-amine (10 mg, 0.029 mmol) in DMF (6 mL). The reaction mixture was stirred at room temperature for 24 h, and then the solvent was removed in vacuo. Purification by flash chromatography (6% CH3OH/CH2Cl2) afforded the title compound (8 mg) as a off white solid. 1H NMR (... Starting materials: C1CCOC1, COC(=O)CCCCc1nc(-c2ccccc2NC(C)=O)co1, CCO, [Na+], [OH-]. The product is CC(=O)Nc1ccccc1-c1coc(CCCCC(=O)O)n1. RXN SMILES: [CH2:24]1[O:25][CH2:26][CH2:27][CH2:28]1.[CH3:1][O:2][C:3]([CH2:4][CH2:5][CH2:6][CH2:7][c:8]1[o:9][cH:10][c:11](-[c:13]2[c:14]([NH:19][C:20]([CH3:21])=[O:22])[cH:15][cH:16][cH:17][cH:18]2)[n:12]1)=[O:23].[CH3:31][CH2:32][OH:33].[Na+:30].[OH-:29]>>[O:2]=[C:3]([CH2:4][CH2:5][CH2:6][CH2:7][c:8]1[o:9][cH:10][c:11](-[c:13]2[c:14]([NH:19][C:20]([CH3:21])=[O:22])[cH:15][cH:16][cH:17][cH:18]2)[n:12]1)[OH:23].